describe an organic reaction: reactants, conditions, products, and yield From a dataset of the Open Reaction Database (ORD), a public repository of structured organic reaction records. Reactants: OC1=C(N(S(C2=C1SC1=C2C=CC=C1)(=O)=O)C)C(=O)OC (methyl 4-hydroxy-2-methyl-2H-[1]-benzothieno[2,3-e]-1,2-thiazine-3-carboxylate-1,1-dioxide), NC1=NC(=CC=C1)C (2-amino-6-methyl-pyridine). Yields the product OC1=C(N(S(C2=C1SC1=C2C=CC=C1)(=O)=O)C)C(=O)NC1=NC(=CC=C1)C (4-Hydroxy-2-methyl-N-(6-methyl-2-pyridyl)-2H-[1]benzothieno-[2,3-e]-1,2-thiazine-3-carboxamide-1,1-dioxide). The yield is 33.0%. Reaction SMILES: [OH:1][C:2]1[C:7]2[S:8][C:9]3[CH:14]=[CH:13][CH:12]=[CH:11][C:10]=3[C:6]=2[S:5](=[O:16])(=[O:15])[N:4]([CH3:17])[C:3]=1[C:18](OC)=[O:19].[NH2:22][C:23]1[CH:28]=[CH:27][CH:26]=[C:25]([CH3:29])[N:24]=1>>[OH:1][C:2]1[C:7]2[S:8][C:9]3[CH:14]=[CH:13][CH:12]=[CH:11][C:10]=3[C:6]=2[S:5](=[O:16])(=[O:15])[N:4]([CH3:17])[C:3]=1[C:18]([NH:22][C:23]1[CH:28]=[CH:27][CH:26]=[C:25]([CH3:29])[N:24]=1)=[O:19]. Procedure: Prepared analogous to Example 1 from methyl 4-hydroxy-2-methyl-2H-[1]-benzothieno[2,3-e]-1,2-thiazine-3-carboxylate-1,1-dioxide and 2-amino-6-methyl-pyridine with a yield of 33% of theory.